Dataset: the Open Reaction Database (ORD), a public repository of structured organic reaction records. Task: describe an organic reaction: reactants, conditions, products, and yield The reactants are C(C)SC1=NC(=CC=C1N)C=1C(=NN(C1)C)C1=C(C=CC=C1)F (2-(ethylthio)-6-(3-(2-fluorophenyl)-1-methyl-1H-pyrazol-4-yl)pyridine-3-amine), C1=CC(=CC(=C1)Cl)C(=O)OO (MCPBA), S(=S)(=O)([O-])[O-].[Na+].[Na+] (sodium thiosulfate), C(=O)(O)[O-].[Na+] (NaHCO3). Solvent: CCOC(=O)C (EtOAc), C1CCOC1 (THF), C(Cl)Cl (CH2Cl2). Run at time 10 minute. Product: FC1=C(C=CC=C1)C1=NN(C=C1C1=CC=C(C=N1)N)C (6(3-(2-fluorophenyl)-1-methyl-1H-pyrazol-4-yl)pyridine-3-amine). Yield: 115.3%. Reaction SMILES: C(S[C:4]1[C:9]([NH2:10])=[CH:8][CH:7]=[C:6]([C:11]2[C:12]([C:17]3[CH:22]=[CH:21][CH:20]=[CH:19][C:18]=3[F:23])=[N:13][N:14]([CH3:16])[CH:15]=2)[N:5]=1)C.C1C=C(Cl)C=C(C(OO)=O)C=1.S([O-])([O-])(=O)=S.[Na+].[Na+].C([O-])(O)=O.[Na+]>C1COCC1.CCOC(C)=O.C(Cl)Cl>[F:23][C:18]1[CH:19]=[CH:20][CH:21]=[CH:22][C:17]=1[C:12]1[C:11]([C:6]2[N:5]=[CH:4][C:9]([NH2:10])=[CH:8][CH:7]=2)=[CH:15][N:14]([CH3:16])[N:13]=1 |f:2.3.4,5.6|. Reported procedure: To a solution of 2-(ethylthio)-6-(3-(2-fluorophenyl)-1-methyl-1H-pyrazol-4-yl)pyridine-3-amine (1.00 g, 3.04 mmol, 1.0 eq.) in THF (100 mL) under nitrogen at 0° C. was added MCPBA (77%, 1.60 g, 9.27 mmol, 3.05 eq.). After 3 h 15 min, 5% aqueous sodium thiosulfate and saturated aqueous NaHCO3 were added, and the solution was stirred for 10 min. CH2Cl2 was then added, and the layers were separated. The aqueous layer was extracted with CH2Cl2 (2×), and the organic layers were combined, dried over N... Reactants: NC[C@H](O)C=1C=CC(=C(C1)NS(=O)(=O)C)O (N-[5-(2-amino-1-{R}-hydroxyethyl)-2-hydroxyphenyl]-methanesulfonamide), FC1=C(CN(C(=O)NC2=CC=C(C=C2)S(=O)(=O)N2CCC(CC2)C=O)C)C(=CC=C1)F (1-(2,6-Difluoro-benzyl)-3-[4-(4-formyl-piperidine-1-sulfonyl)-phenyl]-1-methyl-urea), C(C)(=O)O (acetic acid), C(#N)[BH3-].[Na+] (sodium cyanoborohydride). Yields the product FC1=C(CN(C(NC2=CC=C(C=C2)S(=O)(=O)N2CCC(CC2)CNCC(O)C=2C=CC(=C(C2)NS(=O)(=O)C)O)=O)C)C(=CC=C1)F (N-(5-{2-[(1-[4-[3-(2,6-Difluoro-benzyl)-3-methyl-ureido]-benzene-sulfonyl)-piperidin-4-ylmethyl)-amino]-1-hydroxy-ethyl}-2-hydroxy-phenyl)-methanesulfonamide). Yield: 39.9%. As a reaction SMILES: [NH2:1][CH2:2][C@@H:3]([C:5]1[CH:6]=[CH:7][C:8]([OH:16])=[C:9]([NH:11][S:12]([CH3:15])(=[O:14])=[O:13])[CH:10]=1)[OH:4].[F:17][C:18]1[CH:46]=[CH:45][CH:44]=[C:43]([F:47])[C:19]=1[CH2:20][N:21]([CH3:42])[C:22]([NH:24][C:25]1[CH:30]=[CH:29][C:28]([S:31]([N:34]2[CH2:39][CH2:38][CH:37]([CH:40]=O)[CH2:36][CH2:35]2)(=[O:33])=[O:32])=[CH:27][CH:26]=1)=[O:23].C(O)(=O)C.C([BH3-])#N.[Na+]>>[F:47][C:43]1[CH:44]=[CH:45][CH:46]=[C:18]([F:17])[C:19]=1[CH2:20][N:21]([CH3:42])[C:22](=[O:23])[NH:24][C:25]1[CH:26]=[CH:27][C:28]([S:31]([N:34]2[CH2:35][CH2:36][CH:37]([CH2:40][NH:1][CH2:2][CH:3]([C:5]3[CH:6]=[CH:7][C:8]([OH:16])=[C:9]([NH:11][S:12]([CH3:15])(=[O:14])=[O:13])[CH:10]=3)[OH:4])[CH2:38][CH2:39]2)(=[O:33])=[O:32])=[CH:29][CH:30]=1 |f:3.4|. Procedure: The title compound was prepared from N-[5-(2-amino-1-{R}-hydroxyethyl)-2-hydroxyphenyl]-methanesulfonamide (0.126 g, 0.51 mmol), 1-(2,6-Difluoro-benzyl)-3-[4-(4-formyl-piperidine-1-sulfonyl)-phenyl]-1-methyl-urea (0.5 mmol), glacial acetic acid (0.028 g, 0.49 mmol) and sodium cyanoborohydride (0.031 g, 0.49 mmol) according to the general procedure used for example 84 (Step E) to give the final product (0.136 g). The reactants are FC(S(=O)(=O)OC=1C=CC=C2C=CC(=NC12)C1=NN=C2N1C=CC(=C2)OCCOC)(F)F (2-(7-(2-methoxyethoxy)-[1,2,4]triazolo[4,3-a]pyridin-3-yl)quinolin-8-yl trifluoromethane sulfonate), N1CCC(CC1)CNC(OC(C)(C)C)=O (tert-butyl piperidin-4-ylmethylcarbamate), N1(CCNCC1)C(=O)OC(C)(C)C (tert-butyl piperazine-1-carboxylate). The product is C(C)(C)(C)OC(NCC1CCN(CC1)C=1C=CC=C2C=CC(=NC12)C=O)=O (tert-butyl(1-(2-formylquinolin-8-yl)piperidin-4-yl)methylcarbamate). RXN SMILES: FC(F)(F)S([O:6][C:7]1C=CC=[C:11]2[C:16]=1[N:15]=[C:14]([C:17]1[N:21]3[CH:22]=[CH:23][C:24](OCCOC)=[CH:25][C:20]3=NN=1)[CH:13]=[CH:12]2)(=O)=O.N1CCC([CH2:39][NH:40][C:41](=[O:47])[O:42][C:43]([CH3:46])([CH3:45])[CH3:44])CC1.N1(C(O[C:57](C)([CH3:59])[CH3:58])=O)CCNCC1>>[C:43]([O:42][C:41](=[O:47])[NH:40][CH2:39][CH:24]1[CH2:25][CH2:20][N:21]([C:17]2[CH:58]=[CH:57][CH:59]=[C:13]3[C:14]=2[N:15]=[C:16]([CH:7]=[O:6])[CH:11]=[CH:12]3)[CH2:22][CH2:23]1)([CH3:46])([CH3:45])[CH3:44]. Reported procedure: Prepared as described in Example 1, Step H, substituting 8-bromoquinoline-2-carbaldehyde for 2-(7-(2-methoxyethoxy)-[1,2,4]triazolo[4,3-a]pyridin-3-yl)quinolin-8-yl trifluoromethane sulfonate, and tert-butyl piperidin-4-ylmethylcarbamate for tert-butyl piperazine-1-carboxylate. The reactants are CC1=CC=CC(=N1)C#CC(O)C1CCNCC1 (3-(6-Methyl-pyridin-2-yl)-1-piperidin-4-yl-prop-2-yn-1-ol), CC1=NC(=CC=C1)C#CC=C1CCNCC1 (2-Methyl-6-(3-piperidin-4-ylideneprop-1-ynyl)pyridine), ClC=1SC=CC1[N+](=O)[O-] (2-chloro-3-nitrothiophene). Product: CC1=NC(=CC=C1)C#CC=C1CCN(CC1)C=1SC=CC1[N+](=O)[O-] (2-Methyl-6-{3-[1-(3-nitrothien-2-yl)piperidin-4-ylidene]prop-1-ynyl}pyridine). Reaction SMILES: [CH3:1][C:2]1[N:7]=[C:6]([C:8]#[C:9][CH:10]([CH:12]2[CH2:17][CH2:16][NH:15][CH2:14][CH2:13]2)O)[CH:5]=[CH:4][CH:3]=1.CC1C=CC=C(C#CC=C2CCNCC2)N=1.Cl[C:35]1[S:36][CH:37]=[CH:38][C:39]=1[N+:40]([O-:42])=[O:41]>>[CH3:1][C:2]1[CH:3]=[CH:4][CH:5]=[C:6]([C:8]#[C:9][CH:10]=[C:12]2[CH2:17][CH2:16][N:15]([C:35]3[S:36][CH:37]=[CH:38][C:39]=3[N+:40]([O-:42])=[O:41])[CH2:14][CH2:13]2)[N:7]=1. Procedure details: The title compound was prepared following the procedure described for the compound of Example 237, using the Compound of Example 3 instead of Compound 237a and 2-chloro-3-nitrothiophene instead of 2-bromo-3-nitropyridine. The crude was purified by automated flash liquid chromatography (Horizon™-Biotage) eluting with Petroleum Ether-EtOAc 1:1 affording the title product as a yellow solid. The reactants are Cc1ccc2c(c1)C(=O)c1c-2csc1N1C(=O)c2ccccc2C1=O, CCO, NN, O. Product: Cc1ccc2c(c1)C(=O)c1c-2csc1N. RXN SMILES: [CH3:1][c:2]1[cH:3][c:4]2[c:8]([cH:9][cH:10]1)-[c:7]1[c:6]([c:13]([N:14]3[C:15](=[O:16])[c:17]4[c:18]([cH:19][cH:20][cH:21][cH:22]4)[C:23]3=[O:24])[s:12][cH:11]1)[C:5]2=[O:25].[CH3:29][CH2:30][OH:31].[NH2:27][NH2:28].[OH2:26]>>[CH3:1][c:2]1[cH:3][c:4]2[c:8]([cH:9][cH:10]1)-[c:7]1[c:6]([c:13]([NH2:14])[s:12][cH:11]1)[C:5]2=[O:25]. Reactants: CCOC(=O)c1c(C)cc2nc(C)n(-c3ccccc3[N+](=O)[O-])c(=O)c2c1C, [H][H], NN, O. The product is CCOC(=O)c1c(C)cc2nc(C)n(-c3ccccc3N)c(=O)c2c1C. As a reaction SMILES: [CH2:1]([CH3:2])[O:3][C:4](=[O:5])[c:6]1[c:7]([CH3:28])[c:8]2[c:9](=[O:27])[n:10](-[c:18]3[c:19]([N+:24]([O-:25])=[O:26])[cH:20][cH:21][cH:22][cH:23]3)[c:11]([CH3:17])[n:12][c:13]2[cH:14][c:15]1[CH3:16].[H:32][H:33].[NH2:30][NH2:31].[OH2:29]>>[CH2:1]([CH3:2])[O:3][C:4](=[O:5])[c:6]1[c:7]([CH3:28])[c:8]2[c:9](=[O:27])[n:10](-[c:18]3[c:19]([NH2:24])[cH:20][cH:21][cH:22][cH:23]3)[c:11]([CH3:17])[n:12][c:13]2[cH:14][c:15]1[CH3:16]. Reactants: O1C(C1)CN1CCOCC1 (4-oxiranylmethyl-morpholine), N (ammonia). Run at time 18 hour. Product: NCC(CN1CCOCC1)O (1-amino-3-morpholin-4-yl-propan-2-ol). Yield: 99.3%. RXN SMILES: [O:1]1[CH2:3][CH:2]1[CH2:4][N:5]1[CH2:10][CH2:9][O:8][CH2:7][CH2:6]1.[NH3:11]>>[NH2:11][CH2:3][CH:2]([OH:1])[CH2:4][N:5]1[CH2:10][CH2:9][O:8][CH2:7][CH2:6]1. Reported procedure: 4-Oxiranylmethyl-morpholine 53b (6.3 g, 44 mmol) was added slowly with ammonia (450 ml, 25%, 6.6 mol) while maintaining the temperature below 0° C. in an ice-water bath. Upon completion of the addition, the reaction mixture was allowed to warm up to room temperature and stirred for 18 hours. After thin lay chromatography showed the disappearance of starting materials, the reaction mixture was concentrated under reduced pressure to obtain the title compound 1-amino-3-morpholin-4-yl-propan-2-ol 53... Starting materials: BrCCCO (3-bromo-1-propanol), [N+](=O)([O-])C=1C=C(C(=CC1)OC)O (4-nitroguaiacol), C(CCC)P(CCCC)CCCC (tributylphosphine), N(=NC(=O)N1CCCCC1)C(=O)N1CCCCC1 (1,1′-(azodicarbonyl)dipiperidine). Solvent: O1CCCC1 (tetrahydrofuran). Conditions: time 16 hour. Yields the product BrCCCOC1=C(C=C(C=C1)[N+](=O)[O-])OC (1-(3-bromo-propoxy)-2-methoxy-4-nitro-benzene). Isolated yield 21.0%. RXN SMILES: [Br:1][CH2:2][CH2:3][CH2:4][OH:5].[N+:6]([C:9]1[CH:10]=[C:11]([OH:17])[C:12](OC)=[CH:13][CH:14]=1)([O-:8])=[O:7].[CH2:18](P(CCCC)CCCC)CCC.N(C(N1CCCCC1)=O)=NC(N1CCCCC1)=O>O1CCCC1>[Br:1][CH2:2][CH2:3][CH2:4][O:5][C:12]1[CH:13]=[CH:14][C:9]([N+:6]([O-:8])=[O:7])=[CH:10][C:11]=1[O:17][CH3:18]. Procedure details: A solution of 3-bromo-1-propanol (0.685 g, 4.93 mmol), 4-nitroguaiacol (1 g, 5.91 mmol) and tributylphosphine (1.49 g, 7.36 mmol) in 20 ml tetrahydrofuran was treated with 1,1′-(azodicarbonyl)dipiperidine (1.49 g, mmol), added portionwise over 5 mins, and the resulting mixture stirred for 16 hrs. The solvent was removed in vacuo and the residues partitioned between ethyl acetate (25 ml) and 0.5 M HCl (25 ml). The organic phase was washed with 0.5 M NaOH (4×25 ml), water (25 ml) and saturated bri... The reactants are OC1CNCCC1 (3-hydroxypiperidine), [OH-].[Na+] (sodium hydroxide), ClC1=NC(=NC(=N1)NC1=CC(=C(C=C1)OC)Cl)NC1CCCCCC1 (6-Chloro-N-(3-chloro-4-methoxy-phenyl)-N′-cycloheptyl-[1,3,5]triazine-2,4-diamine). Solvent: C1=CC=CC=C1 (benzene). Conditions: temperature 25 celsius. Yields the product ClC=1C=C(C=CC1OC)NC1=NC(=NC(=N1)NC1CCCCCC1)N1CC(CCC1)O (1-[4-(3-chloro-4-methoxy-phenylamino)-6-cycloheptylamino-[1,3,5]triazine-2-yl]-piperidin-3-ol), solid. Yield: 21.0%. As a reaction SMILES: [OH:1][CH:2]1[CH2:7][CH2:6][CH2:5][NH:4][CH2:3]1.[OH-].[Na+].Cl[C:11]1[N:16]=[C:15]([NH:17][C:18]2[CH:23]=[CH:22][C:21]([O:24][CH3:25])=[C:20]([Cl:26])[CH:19]=2)[N:14]=[C:13]([NH:27][CH:28]2[CH2:34][CH2:33][CH2:32][CH2:31][CH2:30][CH2:29]2)[N:12]=1>C1C=CC=CC=1>[Cl:26][C:20]1[CH:19]=[C:18]([NH:17][C:15]2[N:14]=[C:13]([NH:27][CH:28]3[CH2:29][CH2:30][CH2:31][CH2:32][CH2:33][CH2:34]3)[N:12]=[C:11]([N:4]3[CH2:5][CH2:6][CH2:7][CH:2]([OH:1])[CH2:3]3)[N:16]=2)[CH:23]=[CH:22][C:21]=1[O:24][CH3:25] |f:1.2|. Reported procedure: A mixture of 3-hydroxypiperidine (0.198 g, 1.96 mmol) and sodium hydroxide (79 mg, 1.96 mmol) in benzene (10 mL) was heated to reflux for 2 hours with stirring under nitrogen atmosphere and then cooled to 25° C. followed by the addition of compound 133 (0.25 g, 0.65 mmol) at same temperature. The mixture was heated to reflux for 6 hours, concentrated under vacuum and diluted with water (10 mL). The precipitated solid was filtered off and purified by column chromatography (1–2% MeOH—CHCl3) to aff...